This data is from the Open Reaction Database (ORD), a public repository of structured organic reaction records. The task is: describe an organic reaction: reactants, conditions, products, and yield RXN SMILES: [CH3:27][CH2:28][O:29][CH2:30][CH3:31].[OH:1][CH2:2][C:3]([CH3:4])([CH3:5])[NH:6][C:7]([c:8]1[cH:9][c:10]([O:16][CH2:17][CH2:18][CH2:19][CH2:20][CH3:21])[c:11]([O:14][CH3:15])[cH:12][cH:13]1)=[O:22].[S:23]([Cl:24])([Cl:25])=[O:26]>>[CH2:2]1[C:3]([CH3:4])([CH3:5])[N:6]=[C:7]([c:8]2[cH:9][c:10]([O:16][CH2:17][CH2:18][CH2:19][CH2:20][CH3:21])[c:11]([O:14][CH3:15])[cH:12][cH:13]2)[O:22]1. The product is CCCCCOc1cc(C2=NC(C)(C)CO2)ccc1OC. The reactants are CCOCC, CCCCCOc1cc(C(=O)NC(C)(C)CO)ccc1OC, O=S(Cl)Cl. Conditions: time 1 hour. The yield is 94.0%. The solvent is C(C)N(CC)CC (triethylamine). Starting materials: COC1=CC=C(C(=O)Cl)C=C1 (p-methoxybenzoyl chloride), C(Cl)Cl (methylene chloride), ClC=1C=C(C=CC1)C(=CC(=O)N1CCNCC1)C1=CC(=CC=C1)Cl (1-[3,3-bis(3-chlorophenyl)acryloyl]piperazine). Product: ClC=1C=C(C=CC1)C(=CC(=O)N1CCN(CC1)C(C1=CC=C(C=C1)OC)=O)C1=CC(=CC=C1)Cl (1-[3,3-Bis(3-chlorophenyl)acryloyl]-4-(4-methoxybenzoyl)piperazine). Reaction SMILES: [CH3:1][O:2][C:3]1[CH:11]=[CH:10][C:6]([C:7](Cl)=[O:8])=[CH:5][CH:4]=1.C(Cl)Cl.[Cl:15][C:16]1[CH:17]=[C:18]([C:22]([C:32]2[CH:37]=[CH:36][CH:35]=[C:34]([Cl:38])[CH:33]=2)=[CH:23][C:24]([N:26]2[CH2:31][CH2:30][NH:29][CH2:28][CH2:27]2)=[O:25])[CH:19]=[CH:20][CH:21]=1>C(N(CC)CC)C>[Cl:38][C:34]1[CH:33]=[C:32]([C:22]([C:18]2[CH:19]=[CH:20][CH:21]=[C:16]([Cl:15])[CH:17]=2)=[CH:23][C:24]([N:26]2[CH2:31][CH2:30][N:29]([C:7](=[O:8])[C:6]3[CH:10]=[CH:11][C:3]([O:2][CH3:1])=[CH:4][CH:5]=3)[CH2:28][CH2:27]2)=[O:25])[CH:37]=[CH:36][CH:35]=1. Reported procedure: 0.25 g of p-methoxybenzoyl chloride were added to 10 ml of a methylene chloride solution containing 0.529 g of 1-[3,3-bis(3-chlorophenyl)acryloyl]piperazine (prepared as described in Preparation 111) and 0.41 ml of triethylamine, whilst ice-cooling, and the mixture was stirred at room temperature for 1 hour. The mixture was then worked up and purified as described in Example 68 to give 0.682 g of the title compound as a powder. The reactants are CN1CCN(CC1)CC1=C(C=C(C=C1)C(F)(F)F)[N+](=O)[O-] (1-methyl-4-(2-nitro-4-trifluoromethyl-benzyl)-piperazine). The reagents and catalysts are [Pd] (Pd/C). The solvent is CO (MeOH). Conditions: time 2 hour. Product: CN1CCN(CC1)CC1=C(C=C(C=C1)C(F)(F)F)N (2-(4-methyl-piperazin-1-ylmethyl)-5-trifluoromethyl-phenylamine). As a reaction SMILES: [CH3:1][N:2]1[CH2:7][CH2:6][N:5]([CH2:8][C:9]2[CH:14]=[CH:13][C:12]([C:15]([F:18])([F:17])[F:16])=[CH:11][C:10]=2[N+:19]([O-])=O)[CH2:4][CH2:3]1>CO.[Pd]>[CH3:1][N:2]1[CH2:3][CH2:4][N:5]([CH2:8][C:9]2[CH:14]=[CH:13][C:12]([C:15]([F:18])([F:16])[F:17])=[CH:11][C:10]=2[NH2:19])[CH2:6][CH2:7]1. Procedure details: To 1-methyl-4-(2-nitro-4-trifluoromethyl-benzyl)-piperazine (543 mg, 1.8 mmol) in MeOH (18 mL) was added 10% Pd/C (95 mg, 0.09 mmol). The mixture was stirred under an atmosphere of hydrogen at RT for 2 h. The resulting mixture was filtered through a pad of Celite and concentrated to yield 2-(4-methyl-piperazin-1-ylmethyl)-5-trifluoromethyl-phenylamine. MS m/z=274 [M+1]+. Calc'd for C13H18F3N3: 273.30. The reactants are BrC1=CC=C(C=C1)[C@H](CN1CCCC1)NC ((1R)-1-(4-bromophenyl)-N-methyl-2-(1-pyrrolidinyl)ethanamine), C(#N)CN(CC(=O)O)C1=CC(=C(C=C1)Cl)Cl (N-(cyanomethyl)-N-(3,4-dichlorophenyl)glycine), C(C)(=O)NC1=CC=C(C=C1)B(O)O ([4-(acetylamino)phenyl]boronic acid). Yields the product C(C)(=O)NC1=CC=C(C=C1)C1=CC=C(C=C1)[C@H](CN1CCCC1)N(C(CN(C1=CC(=C(C=C1)Cl)Cl)CC#N)=O)C (N1-[(1R)-1-[4′-(acetylamino)-4-biphenylyl]-2-(1-pyrrolidinyl)ethyl]-N2-(cyanomethyl)-N2-(3,4-dichlorophenyl)-N1-methylglycinamide). RXN SMILES: Br[C:2]1[CH:7]=[CH:6][C:5]([C@@H:8]([NH:15][CH3:16])[CH2:9][N:10]2[CH2:14][CH2:13][CH2:12][CH2:11]2)=[CH:4][CH:3]=1.[C:17]([CH2:19][N:20]([C:25]1[CH:30]=[CH:29][C:28]([Cl:31])=[C:27]([Cl:32])[CH:26]=1)[CH2:21][C:22]([OH:24])=O)#[N:18].[C:33]([NH:36][C:37]1[CH:42]=[CH:41][C:40](B(O)O)=[CH:39][CH:38]=1)(=[O:35])[CH3:34]>>[C:33]([NH:36][C:37]1[CH:42]=[CH:41][C:40]([C:2]2[CH:7]=[CH:6][C:5]([C@@H:8]([N:15]([CH3:16])[C:22](=[O:24])[CH2:21][N:20]([CH2:19][C:17]#[N:18])[C:25]3[CH:30]=[CH:29][C:28]([Cl:31])=[C:27]([Cl:32])[CH:26]=3)[CH2:9][N:10]3[CH2:14][CH2:13][CH2:12][CH2:11]3)=[CH:4][CH:3]=2)=[CH:39][CH:38]=1)(=[O:35])[CH3:34]. Procedure: Proceeding in a similar manner as in example 85, but replacing 1-(4-bromophenyl)-N-methyl-2-(1-pyrrolidinyl)ethanamine with (1R)-1-(4-bromophenyl)-N-methyl-2-(1-pyrrolidinyl)ethanamine and replacing (6,7-dichloro-3-oxo-2,3-dihydro-4H-1,4-benzoxazin-4-yl)acetic acid with N-(cyanomethyl)-N-(3,4-dichlorophenyl)glycine in step a) and replacing 3,4-dimethoxyphenylboronic acid with [4-(acetylamino)phenyl]boronic acid in step b), the title compound was prepared. MS (ES) m/e 578 [M+H]+. Run at time 1 hour. RXN SMILES: [C:1]1([C:7]2([C:13]3[CH:18]=[CH:17][CH:16]=[CH:15][CH:14]=3)[CH2:11][CH2:10][NH:9][C:8]2=[O:12])[CH:6]=[CH:5][CH:4]=[CH:3][CH:2]=1.[H-].[Na+].Br[CH2:22][C:23]1[S:27][C:26]([C:28]2[CH:33]=[CH:32][C:31]([C:34]([F:37])([F:36])[F:35])=[CH:30][CH:29]=2)=[N:25][C:24]=1[CH3:38]>CN(C)C=O>[CH3:38][C:24]1[N:25]=[C:26]([C:28]2[CH:29]=[CH:30][C:31]([C:34]([F:37])([F:36])[F:35])=[CH:32][CH:33]=2)[S:27][C:23]=1[CH2:22][N:9]1[CH2:10][CH2:11][C:7]([C:1]2[CH:6]=[CH:5][CH:4]=[CH:3][CH:2]=2)([C:13]2[CH:14]=[CH:15][CH:16]=[CH:17][CH:18]=2)[C:8]1=[O:12] |f:1.2|. Solvent: CN(C=O)C (N,N-dimethylformamide), CN(C=O)C (N,N-dimethylformamide). The product is CC=1N=C(SC1CN1C(C(CC1)(C1=CC=CC=C1)C1=CC=CC=C1)=O)C1=CC=C(C=C1)C(F)(F)F (1-({4-methyl-2-[4-(trifluoromethyl)phenyl]-1,3-thiazol-5-yl}methyl)-3,3-diphenylpyrrolidin-2-one). Procedure details: To a solution of 3,3-diphenylpyrrolidin-2-one (Example 1A) (0.062 g, 0.262 mmol) in N,N-dimethylformamide (2 mL) was added 60% sodium hydride dispersion in oil (0.013 g, 0.314 mmol). The mixture was stirred at room temperature for 1 hour. Then a solution of 5-(bromomethyl)-4-methyl-2-(4-(trifluoromethyl)phenyl)thiazole (CAS 439134-78-8) (0.088 g, 0.262 mmol) in N,N-dimethylformamide (1 mL) was added, and the mixture was stirred at room temperature overnight. The reaction mixture was concentrated... Reactants: BrCC1=C(N=C(S1)C1=CC=C(C=C1)C(F)(F)F)C (5-(bromomethyl)-4-methyl-2-(4-(trifluoromethyl)phenyl)thiazole), C1(=CC=CC=C1)C1(C(NCC1)=O)C1=CC=CC=C1 (3,3-diphenylpyrrolidin-2-one), [H-].[Na+] (sodium hydride), oil. Reactants: COc1ccc2c(CCOc3cccc4[nH]c(C(=O)O)cc34)coc2c1, CC1CN(CCC2(O)CCC(N)CC2)CCC1O. Yields the product COc1ccc2c(CCOc3cccc4[nH]c(C(=O)NC5CCC(O)(CCN6CCC(O)C(C)C6)CC5)cc34)coc2c1. RXN SMILES: [CH3:1][O:2][c:3]1[cH:4][c:5]2[c:6]([c:7]([CH2:10][CH2:11][O:12][c:13]3[c:14]4[cH:15][c:16]([C:22](=[O:23])[OH:24])[nH:17][c:18]4[cH:19][cH:20][cH:21]3)[cH:8][o:9]2)[cH:25][cH:26]1.[NH2:27][CH:28]1[CH2:29][CH2:30][C:31]([OH:34])([CH2:35][CH2:36][N:37]2[CH2:38][CH:39]([CH3:44])[CH:40]([OH:43])[CH2:41][CH2:42]2)[CH2:32][CH2:33]1>>[CH3:1][O:2][c:3]1[cH:4][c:5]2[c:6]([c:7]([CH2:10][CH2:11][O:12][c:13]3[c:14]4[cH:15][c:16]([C:22](=[O:24])[NH:27][CH:28]5[CH2:29][CH2:30][C:31]([OH:34])([CH2:35][CH2:36][N:37]6[CH2:38][CH:39]([CH3:44])[CH:40]([OH:43])[CH2:41][CH2:42]6)[CH2:32][CH2:33]5)[nH:17][c:18]4[cH:19][cH:20][cH:21]3)[cH:8][o:9]2)[cH:25][cH:26]1. Reactants: CC1=C(C(=CC(=C1)C)C)S(=O)(=O)OC1=CC(=C(C=C1)CC=1C(=NC(=NC1C)N)OS(=O)(=O)C1=C(C=C(C=C1C)C)C)OC (4-((2-Amino-4-(mesitylsulfonyloxy)-6-methylpyrimidin-5-yl)methyl)-3-methoxyphenyl 2,4,6-trimethylbenzenesulfonate), C(CCCC)N (pentylamine). Solvent: O1CCOCC1 (dioxane). Yields the product NC1=NC(=C(C(=N1)C)CC1=C(C=C(C=C1)O)OC)NCCCCC (4-((2-Amino-4-methyl-6-(pentylamino)pyrimidin-5-yl)methyl)-3-methoxyphenol). RXN SMILES: CC1C=C(C)C=C(C)C=1S([O:13][C:14]1[CH:19]=[CH:18][C:17]([CH2:20][C:21]2[C:22](OS(C3C(C)=CC(C)=CC=3C)(=O)=O)=[N:23][C:24]([NH2:28])=[N:25][C:26]=2[CH3:27])=[C:16]([O:42][CH3:43])[CH:15]=1)(=O)=O.[CH2:44]([NH2:49])[CH2:45][CH2:46][CH2:47][CH3:48]>O1CCOCC1>[NH2:28][C:24]1[N:25]=[C:26]([CH3:27])[C:21]([CH2:20][C:17]2[CH:18]=[CH:19][C:14]([OH:13])=[CH:15][C:16]=2[O:42][CH3:43])=[C:22]([NH:49][CH2:44][CH2:45][CH2:46][CH2:47][CH3:48])[N:23]=1. Reported procedure: A mixture of the product from step (iv) (9.51 g) and pentylamine (12 ml) in dioxane (100 ml) was heated under reflux for 48 h. The solvent was evaporated and the residue partitioned between EtOAc/water. The organics were separated, washed with aq NaHCO3 soln, water, dried and evaporated under reduced pressure. The residue was dissolved in MeOH (200 ml) then aq NaOH (2M, 40 ml) added and the mixture heated under reflux for 6 h. The mixture was acidified to pH 7 with aq 2M HCl, the solvent evapora... Starting materials: CCN(C(C)C)C(C)C, Cc1cc(-c2ccc(C(F)(F)F)cc2)cc(-c2cccc(-c3cccc(S(N)(=O)=O)c3)n2)n1, COCC(=O)Cl, ClCCl. Product: COCC(=O)NS(=O)(=O)c1cccc(-c2cccc(-c3cc(-c4ccc(C(F)(F)F)cc4)cc(C)n3)n2)c1. RXN SMILES: [CH2:34]([N:35]([CH:36]([CH3:37])[CH3:38])[CH:39]([CH3:40])[CH3:41])[CH3:42].[CH3:1][c:2]1[cH:3][c:4](-[c:24]2[cH:25][cH:26][c:27]([C:30]([F:31])([F:32])[F:33])[cH:28][cH:29]2)[cH:5][c:6](-[c:8]2[n:9][c:10](-[c:14]3[cH:15][c:16]([S:20](=[O:21])(=[O:22])[NH2:23])[cH:17][cH:18][cH:19]3)[cH:11][cH:12][cH:13]2)[n:7]1.[CH3:43][O:44][CH2:45][C:46](=[O:47])[Cl:48].[Cl:49][CH2:50][Cl:51]>>[CH3:1][c:2]1[cH:3][c:4](-[c:24]2[cH:25][cH:26][c:27]([C:30]([F:31])([F:32])[F:33])[cH:28][cH:29]2)[cH:5][c:6](-[c:8]2[n:9][c:10](-[c:14]3[cH:15][c:16]([S:20](=[O:21])(=[O:22])[NH:23][C:46]([CH2:45][O:44][CH3:43])=[O:47])[cH:17][cH:18][cH:19]3)[cH:11][cH:12][cH:13]2)[n:7]1. Starting materials: Intermediate 71, C=1C=CC2=C(C1)N=NN2O (HOBt), CCN(C(C)C)C(C)C (DIPEA), C1(=CC=CC=C1)N1C=NC(=C1)C(=O)NCC(=O)O ([(1-phenyl-1H-imidazole-4-carbonyl)-amino]-acetic acid), Intermediate 68, CCN=C=NCCCN(C)C (EDCI), Cl.FC=1C=C(OC2CNC2)C=C(C1)C(F)(F)F (3-(3-fluoro-5-trifluoromethyl-phenoxy)-azetidine hydrochloride). The solvent is CN(C)C=O (DMF). Run at time 2 minute. The product is FC=1C=C(OC2CN(C2)C(CNC(=O)C=2N=CN(C2)C2=CC=CC=C2)=O)C=C(C1)C(F)(F)F (1-phenyl-1H-imidazole-4-carboxylic acid {2-[3-(3-fluoro-5-trifluoromethyl-phenoxy)-azetidin-1-yl]-2-oxo-ethyl}-amide). Yield: 31.4%. RXN SMILES: CCN(C(C)C)C(C)C.[C:10]1([N:16]2[CH:20]=[C:19]([C:21]([NH:23][CH2:24][C:25]([OH:27])=O)=[O:22])[N:18]=[CH:17]2)[CH:15]=[CH:14][CH:13]=[CH:12][CH:11]=1.C1C=CC2N(O)N=NC=2C=1.CCN=C=NCCCN(C)C.Cl.[F:50][C:51]1[CH:52]=[C:53]([CH:59]=[C:60]([C:62]([F:65])([F:64])[F:63])[CH:61]=1)[O:54][CH:55]1[CH2:58][NH:57][CH2:56]1>CN(C=O)C>[F:50][C:51]1[CH:52]=[C:53]([CH:59]=[C:60]([C:62]([F:64])([F:63])[F:65])[CH:61]=1)[O:54][CH:55]1[CH2:58][N:57]([C:25](=[O:27])[CH2:24][NH:23][C:21]([C:19]2[N:18]=[CH:17][N:16]([C:10]3[CH:11]=[CH:12][CH:13]=[CH:14][CH:15]=3)[CH:20]=2)=[O:22])[CH2:56]1 |f:4.5|. Procedure: DIPEA (143 mg, 1.1 mmol) was added to a stirred solution of [(1-phenyl-1H-imidazole-4-carbonyl)-amino]-acetic acid (prepared from Intermediate 68 by means of Step 3 of the General Scheme) (68 g, 0.27 mmol) in DMF (2 mL) followed by HOBt (39 mg, 0.29 mmol) and EDCI (56 mg, 0.29 mmol). After 2 minutes of stirring, 3-(3-fluoro-5-trifluoromethyl-phenoxy)-azetidine hydrochloride (prepared by the method used for the synthesis of Intermediate 71) (75 mg, 0.27 mmol) was added and it was stirred overnigh...